From a dataset of the Open Reaction Database (ORD), a public repository of structured organic reaction records. describe an organic reaction: reactants, conditions, products, and yield Starting materials: CCOC(=O)CSc1cnc(NC(=O)N(CC2CCCC2)c2ccc(F)c(NC(C)=O)c2)s1, CCOC(=O)CSc1cnc(N)s1, O=C(O)Cc1csc(NC(=O)N(CC2CCCC2)c2ccc(F)c(F)c2)n1, O=CC1CCCC1, CC(=O)Nc1ccc(F)c(N)c1. The product is CC(=O)Nc1cc(N(CC2CCCC2)C(=O)Nc2ncc(SCC(=O)O)s2)ccc1F. Reaction SMILES: [CH2:1]([CH3:2])[O:3][C:4]([CH2:5][S:6][c:7]1[cH:8][n:9][c:10]([NH:12][C:13](=[O:14])[N:15]([CH2:16][CH:17]2[CH2:18][CH2:19][CH2:20][CH2:21]2)[c:22]2[cH:23][c:24]([NH:29][C:30]([CH3:31])=[O:32])[c:25]([F:28])[cH:26][cH:27]2)[s:11]1)=[O:33].[CH2:80]([O:81][C:82](=[O:83])[CH2:84][S:85][c:86]1[s:87][c:88]([NH2:89])[n:90][cH:91]1)[CH3:92].[CH:34]1([CH2:35][N:36]([c:37]2[cH:38][cH:39][c:40]([F:41])[c:42]([F:43])[cH:44]2)[C:45](=[O:46])[NH:47][c:48]2[s:49][cH:50][c:51]([CH2:52][C:53]([OH:54])=[O:55])[n:56]2)[CH2:57][CH2:58][CH2:59][CH2:60]1.[CH:73]1([CH:74]=[O:75])[CH2:76][CH2:77][CH2:78][CH2:79]1.[NH2:61][c:62]1[cH:63][c:64]([NH:65][C:66](=[O:67])[CH3:68])[cH:69][cH:70][c:71]1[F:72]>>[O:3]=[C:4]([CH2:5][S:6][c:7]1[cH:8][n:9][c:10]([NH:12][C:13](=[O:14])[N:15]([CH2:16][CH:17]2[CH2:18][CH2:19][CH2:20][CH2:21]2)[c:22]2[cH:23][c:24]([NH:29][C:30]([CH3:31])=[O:32])[c:25]([F:28])[cH:26][cH:27]2)[s:11]1)[OH:33]. The reactants are FC1=C(C(=CC=C1N)F)NC1=NC=CC=C1C1=C2N=CN(C2=NC=N1)C1OCCCC1 (2,6-difluoro-N1-(3-(9-(tetrahydro-2H-pyran-2-yl)-9H-purin-6-yl)pyridin-2-yl)benzene-1,3-diamine), target compound, O1C(OCC1)C1=CC=C(O1)S(=O)(=O)Cl (5-(1,3-dioxolane-2-yl)furan-2-sulfonyl chloride), N1=CC=CC=C1 (pyridine). Run in ClCCl (dichloromethane). Conditions: temperature 50 celsius, time 2 hour. Product: FC1=C(C=CC(=C1NC1=NC=CC=C1C1=C2N=CN(C2=NC=N1)C1OCCCC1)F)NS(=O)(=O)C=1OC(=CC1)C1OCCO1 (N-(2,4-difluoro-3-(3-(9-(tetrahydro-2H-pyran-2-yl)-9H-purin-6-yl)pyridin-2-ylamino)phenyl)-5-(1,3-dioxolane-2-yl)furan-2-sulfonamide). Isolated yield 94.0%. Reaction SMILES: [F:1][C:2]1[C:7]([NH2:8])=[CH:6][CH:5]=[C:4]([F:9])[C:3]=1[NH:10][C:11]1[C:16]([C:17]2[N:25]=[CH:24][N:23]=[C:22]3[C:18]=2[N:19]=[CH:20][N:21]3[CH:26]2[CH2:31][CH2:30][CH2:29][CH2:28][O:27]2)=[CH:15][CH:14]=[CH:13][N:12]=1.[O:32]1[CH2:36][CH2:35][O:34][CH:33]1[C:37]1[O:41][C:40]([S:42](Cl)(=[O:44])=[O:43])=[CH:39][CH:38]=1.N1C=CC=CC=1>ClCCl>[F:1][C:2]1[C:3]([NH:10][C:11]2[C:16]([C:17]3[N:25]=[CH:24][N:23]=[C:22]4[C:18]=3[N:19]=[CH:20][N:21]4[CH:26]3[CH2:31][CH2:30][CH2:29][CH2:28][O:27]3)=[CH:15][CH:14]=[CH:13][N:12]=2)=[C:4]([F:9])[CH:5]=[CH:6][C:7]=1[NH:8][S:42]([C:40]1[O:41][C:37]([CH:33]2[O:34][CH2:35][CH2:36][O:32]2)=[CH:38][CH:39]=1)(=[O:43])=[O:44]. Reported procedure: The 2,6-difluoro-N1-(3-(9-(tetrahydro-2H-pyran-2-yl)-9H-purin-6-yl)pyridin-2-yl)benzene-1,3-diamine (50 mg, 0.120 mmol) prepared at Step 9 was added and dissolved into dichloromethane solvent. 5-(1,3-dioxolane-2-yl)furan-2-sulfonyl chloride (24 mg, 0.130 mmol) and pyridine (11 uL, 0.130 mmol) were added into the reaction solution and stirred at 50° C. for 2 hours. After the reaction, the reactant was washed with 1N aqueous hydrochloric acid solution and salt water. After extraction with dichloro... The reactants are O=C(O)CNc1cc(F)c([N+](=O)[O-])cc1Br, O=C(O)CNc1cc(F)c(Br)cc1[N+](=O)[O-], CCO, O, O, Cl[Sn]Cl. Product: O=C1CNc2cc(F)c(Br)cc2N1. Reaction SMILES: [Br:17][c:18]1[cH:19][c:20]([N+:21]([O-:22])=[O:23])[c:24]([F:25])[cH:26][c:27]1[NH:28][CH2:29][C:30]([OH:31])=[O:32].[Br:1][c:2]1[cH:3][c:4]([N+:14]([O-:15])=[O:16])[c:5]([NH:9][CH2:10][C:11](=[O:12])[OH:13])[cH:6][c:7]1[F:8].[CH3:38][CH2:39][OH:40].[OH2:33].[OH2:34].[Sn:35]([Cl:36])[Cl:37]>>[Br:1][c:2]1[cH:3][c:4]2[c:5]([cH:6][c:7]1[F:8])[NH:9][CH2:10][C:11](=[O:12])[NH:14]2. The reactants are Cl (hydrochloric acid), solution, ClC(C)Cl (dichloroethane), COC=1C=C(C=C(C1)OC)F (3,5-dimethoxy-1-fluorobenzene), solution, ClC(C)Cl (dichloroethane), C(CC)(=O)Cl (propionyl chloride), ClC(C)Cl (dichloroethane), trichloride. The reagents and catalysts are [Cl-].[Cl-].[Zn+2] (zinc dichloride). Reaction conditions: time 2 hour. Product: FC1=C(C(=CC(=C1)OC)OC)C(CC)=O (1-(2-fluoro-4,6-dimethoxyphenyl)propane-1-one). Yield: 50306.3%. Reaction SMILES: ClC(Cl)C.[CH3:5][O:6][C:7]1[CH:8]=[C:9]([F:15])[CH:10]=[C:11]([O:13][CH3:14])[CH:12]=1.[C:16](Cl)(=[O:19])[CH2:17][CH3:18].Cl>[Cl-].[Cl-].[Zn+2]>[F:15][C:9]1[CH:8]=[C:7]([O:6][CH3:5])[CH:12]=[C:11]([O:13][CH3:14])[C:10]=1[C:16](=[O:19])[CH2:17][CH3:18] |f:4.5.6|. Procedure details: Under nitrogen atmosphere, 5 ml solution of dichloroethane with 2 g of 3,5-dimethoxy-1-fluorobenzene, and 5 ml solution of dichloroethane with 1.3 mg of propionyl chloride were dropped sequentiallly at −10° C. to 40 ml solution of dichloroethane with 2.4 g of alumimium trichloride and 240 mg of zinc dichloride, and the mixture was stirred at room temperature for 2 hours. 20% hydrochloric acid aqueous solution was added to the reaction solution, extracted with chloroform. Chloroform layer was was... The reactants are ice water, O=P12OP3(=O)OP(=O)(O1)OP(=O)(O2)O3 (Phosphorus pentoxide), C(C)O (ethanol), S1(=O)(=O)CCCC1 (sulfolane), C(=O)(O)C1=C(COC2=CC=C(C=C2)C(C(=O)O)C)C=CC=C1 (4-(2-carboxybenzyloxy)phenylpropanoic acid), [OH-].[Na+] (NaOH). Conditions: temperature 110 celsius, time 1 hour. Yields the product O=C1C2=C(OCC3=C1C=CC=C3)C=CC(=C2)CCC(=O)O (6,11-dihydro-11-oxodibenz[b,e]oxepin-2-propanoic acid). The yield is 68.0%. As a reaction SMILES: O=P12OP3(OP(OP(O3)(O1)=O)(=O)O2)=O.S1(CCCC1)(=O)=O.[C:22]([C:25]1[CH:43]=[CH:42][CH:41]=[CH:40][C:26]=1[CH2:27][O:28][C:29]1[CH:34]=[CH:33][C:32]([CH:35]([CH3:39])C(O)=O)=[CH:31][CH:30]=1)([OH:24])=O.[OH-:44].[Na+].[CH2:46]([OH:48])C>>[O:24]=[C:22]1[C:25]2[CH:43]=[CH:42][CH:41]=[CH:40][C:26]=2[CH2:27][O:28][C:29]2[CH:30]=[CH:31][C:32]([CH2:35][CH2:39][C:46]([OH:48])=[O:44])=[CH:33][C:34]1=2 |f:3.4|. Procedure details: Phosphorus pentoxide (10.4 g, 0.073 mole) was cautiously added to 7.4 ml of absolute ethanol under a nitrogen atmosphere and stirred at 110° C. for 1 hour; 53.1 ml of sulfolane was added and the temperature adjusted to 85° C. After adding 4-(2-carboxybenzyloxy)phenylpropanoic acid of Example 6a (5.0 g, 0.017 mole), the reaction was stirred at 85° C. for 3.5 hours. The mixture was poured into 1 liter of ice water, made basic by addition of NaOH pellets, extracted with toluene and the aqueous phas... Starting materials: C(#N)C(=C(NCCSCC1=C(N=CN1)C)SC)C#N (1,1-Dicyano-2-methylthio-2-{2-[(4-methyl-1H-imidazol-5-yl)methylthio]ethylamino}ethylene), C(C#C)N (propargylamine). Run in C(C)#N (acetonitrile). Reaction conditions: time 48 hour. Product: C(#N)C(=C(NCCSCC1=C(N=CN1)C)NCC#C)C#N (1,1-Dicyano-2-(2-propynylamino)-2-{2-[(4-methyl-1H-imidazol-5-yl)methylthio]ethylamino}ethylene). RXN SMILES: [C:1]([C:3]([C:18]#[N:19])=[C:4](SC)[NH:5][CH2:6][CH2:7][S:8][CH2:9][C:10]1[NH:14][CH:13]=[N:12][C:11]=1[CH3:15])#[N:2].[CH2:20]([NH2:23])[C:21]#[CH:22]>C(#N)C>[C:1]([C:3]([C:18]#[N:19])=[C:4]([NH:23][CH2:20][C:21]#[CH:22])[NH:5][CH2:6][CH2:7][S:8][CH2:9][C:10]1[NH:14][CH:13]=[N:12][C:11]=1[CH3:15])#[N:2]. Reported procedure: A mixture of the product of Step A (4.3 g, 14.7 mmole) and propargylamine (8.6 ml) in acetonitrile (43 ml) was stirred at reflux temperature under a positive pressure of nitrogen for 15 hours then at room temperature for an additional 48 hours. The reaction mixture was filtered to remove by-product and the filtrate was evaporated under reduced pressure. The residual gum was placed on silica gel and chromatographed by gradient elution using methylene chloride-methanol. The appropriate fractions w... Reactants: CN, CC(c1ccc(-c2ccc(C(=O)O)nn2)cc1)N1CCC(CC(C)(C)O)(c2ccccc2)OC1=O. Yields the product CNC(=O)c1ccc(-c2ccc(C(C)N3CCC(CC(C)(C)O)(c4ccccc4)OC3=O)cc2)nn1. As a reaction SMILES: [CH3:36][NH2:37].[OH:1][C:2]([CH2:3][C:4]1([c:28]2[cH:29][cH:30][cH:31][cH:32][cH:33]2)[CH2:5][CH2:6][N:7]([CH:11]([CH3:12])[c:13]2[cH:14][cH:15][c:16](-[c:19]3[cH:20][cH:21][c:22]([C:25](=[O:26])[OH:27])[n:23][n:24]3)[cH:17][cH:18]2)[C:8](=[O:10])[O:9]1)([CH3:34])[CH3:35]>>[OH:1][C:2]([CH2:3][C:4]1([c:28]2[cH:29][cH:30][cH:31][cH:32][cH:33]2)[CH2:5][CH2:6][N:7]([CH:11]([CH3:12])[c:13]2[cH:14][cH:15][c:16](-[c:19]3[cH:20][cH:21][c:22]([C:25](=[O:26])[NH:37][CH3:36])[n:23][n:24]3)[cH:17][cH:18]2)[C:8](=[O:10])[O:9]1)([CH3:34])[CH3:35].